From a dataset of the Open Reaction Database (ORD), a public repository of structured organic reaction records. describe an organic reaction: reactants, conditions, products, and yield The reactants are CC(=O)OI1(C=2C=CC=CC2C(=O)O1)(OC(=O)C)OC(=O)C (Dess-Martin periodinane), O (Water), CC(=O)OI1(C=2C=CC=CC2C(=O)O1)(OC(=O)C)OC(=O)C (Dess-Martin periodinane), C(C)(C)(C)OC(=O)N(C=1C2=C(N=CN1)N(C=C2I)[C@H]2C[C@H](N(C2)C(=O)OC(C)(C)C)CO)C(=O)OC(C)(C)C ((2S,4S)-tert-butyl 4-(4-(bis(tert-butoxycarbonyl)amino)-5-iodo-7H-pyrrolo[2,3-d]pyrimidin-7-yl)-2-(hydroxymethyl)pyrrolidine-1-carboxylate), CC(=O)OI1(C=2C=CC=CC2C(=O)O1)(OC(=O)C)OC(=O)C (Dess-Martin periodinane). The solvent is C(Cl)Cl (methylene chloride). Conditions: time 1 hour. The product is C(C)(C)(C)OC(=O)N(C=1C2=C(N=CN1)N(C=C2I)[C@H]2C[C@H](N(C2)C(=O)OC(C)(C)C)C=O)C(=O)OC(C)(C)C ((2S,4S)-tert-butyl 4-(4-(bis(tert-butoxycarbonyl)amino)-5-iodo-7H-pyrrolo[2,3-d]pyrimidin-7-yl)-2-formylpyrrolidine-1-carboxylate). Reaction SMILES: CC(OI1(OC(C)=O)(OC(C)=O)OC(=O)C2C=CC=CC1=2)=O.[C:23]([O:27][C:28]([N:30]([C:55]([O:57][C:58]([CH3:61])([CH3:60])[CH3:59])=[O:56])[C:31]1[C:32]2[C:39]([I:40])=[CH:38][N:37]([C@@H:41]3[CH2:45][N:44]([C:46]([O:48][C:49]([CH3:52])([CH3:51])[CH3:50])=[O:47])[C@H:43]([CH2:53][OH:54])[CH2:42]3)[C:33]=2[N:34]=[CH:35][N:36]=1)=[O:29])([CH3:26])([CH3:25])[CH3:24].O>C(Cl)Cl>[C:23]([O:27][C:28]([N:30]([C:55]([O:57][C:58]([CH3:61])([CH3:60])[CH3:59])=[O:56])[C:31]1[C:32]2[C:39]([I:40])=[CH:38][N:37]([C@@H:41]3[CH2:45][N:44]([C:46]([O:48][C:49]([CH3:50])([CH3:51])[CH3:52])=[O:47])[C@H:43]([CH:53]=[O:54])[CH2:42]3)[C:33]=2[N:34]=[CH:35][N:36]=1)=[O:29])([CH3:24])([CH3:25])[CH3:26]. Procedure details: Dess-Martin periodinane (51 mg) was added to a solution of (2S,4S)-tert-butyl 4-(4-(bis(tert-butoxycarbonyl)amino)-5-iodo-7H-pyrrolo[2,3-d]pyrimidin-7-yl)-2-(hydroxymethyl)pyrrolidine-1-carboxylate (66 mg) obtained in Step 4 in methylene chloride (2 ml), and the resulting mixture was stirred at room temperature for 1 hour. Dess-Martin periodinane (100 mg) was further added to the mixture, and stirred at room temperature for 1 hour. Dess-Martin periodinane (70 mg) was additionally added thereto, ... Reactants: [OH-].[Na+] (sodium hydroxide), C1(CCCCC1)N=C=NC1CCCCC1 (dicyclohexylcarbodiimide), ON1N=NC2=C1C=CC=C2 (1-Hydroxybenzotriazole), FC1=CC=C(N)C=C1 (4-fluoroaniline), CN1CCOCC1 (N-methylmorpholine), Cl.CN(C1(CCC(CC1)=CC(=O)O)C1=CC=CC=C1)C ((4-dimethylamino-4-phenylcyclohexylidene)acetic acid hydrochloride). Solvent: O (water), CN(C=O)C (dimethylformamide). Reaction conditions: temperature 0 celsius, time 7 day. Product: CN(C1(CCC(CC1)=CC(=O)NC1=CC=C(C=C1)F)C1=CC=CC=C1)C (2-(4-Dimethylamino-4-phenylcyclohexylidene)-N-(4-fluoro-phenyl)acetamide). Yield: 82.0%. As a reaction SMILES: ON1C2C=CC=CC=2N=N1.[F:11][C:12]1[CH:18]=[CH:17][C:15]([NH2:16])=[CH:14][CH:13]=1.CN1CCOCC1.Cl.[CH3:27][N:28]([CH3:45])[C:29]1([C:39]2[CH:44]=[CH:43][CH:42]=[CH:41][CH:40]=2)[CH2:34][CH2:33][C:32](=[CH:35][C:36](O)=[O:37])[CH2:31][CH2:30]1.C1(N=C=NC2CCCCC2)CCCCC1.[OH-].[Na+]>CN(C)C=O.O>[CH3:45][N:28]([CH3:27])[C:29]1([C:39]2[CH:40]=[CH:41][CH:42]=[CH:43][CH:44]=2)[CH2:34][CH2:33][C:32](=[CH:35][C:36]([NH:16][C:15]2[CH:17]=[CH:18][C:12]([F:11])=[CH:13][CH:14]=2)=[O:37])[CH2:31][CH2:30]1 |f:3.4,6.7|. Reported procedure: 1-Hydroxybenzotriazole (273 mg, 2.0 mmol), 4-fluoroaniline (0.095 ml, 1.0 mmol) and N-methylmorpholine (0.222 ml, 2.0 mmol) were added to a solution of (4-dimethylamino-4-phenylcyclohexylidene)acetic acid hydrochloride (296 mg, 1.0 mmol) in dry dimethylformamide (10 ml) under argon. The solution was cooled to 0° C. and dicyclohexylcarbodiimide (417 mg, 2.0 mmol) was added. The reaction mixture was stirred at RT for 7 d. Working up of the mixture was carried out by separating off the urea which h... The reactants are O=C1C(CC2=CC(=C(C(=C12)C)C)OCC(=O)O)CC ((1-oxo-2-ethyl-6,7-dimethyl-5indanyloxy)acetic acid), BrBr (bromine). Reagents/catalysts: Br (hydrobromic acid). The solvent is C(C)(=O)O (acetic acid). The product is O=C1C(CC2=CC(=C(C(=C12)C)C)OCC(=O)O)(CC)Br ((1-Oxo-2-bromo-2-ethyl-6,7-dimethyl-5-indanyloxy)acetic Acid). RXN SMILES: [O:1]=[C:2]1[C:10]2[C:5](=[CH:6][C:7]([O:13][CH2:14][C:15]([OH:17])=[O:16])=[C:8]([CH3:12])[C:9]=2[CH3:11])[CH2:4][CH:3]1[CH2:18][CH3:19].[Br:20]Br>Br.C(O)(=O)C>[O:1]=[C:2]1[C:10]2[C:5](=[CH:6][C:7]([O:13][CH2:14][C:15]([OH:17])=[O:16])=[C:8]([CH3:12])[C:9]=2[CH3:11])[CH2:4][C:3]1([Br:20])[CH2:18][CH3:19]. Procedure: By following substantially the same procedure as described in Example 1, Step B, using as the reactants (1-oxo-2-ethyl-6,7-dimethyl-5indanyloxy)acetic acid (10.5 g., 0.04 mole), bromine (6.4 g., 0.04 mole), acetic acid (125 ml.) and 48% aqueous hydrobromic acid (2 drops), there is obtained 8.6 g. (63%) of (1oxo-2bromo-2-ethyl-6,7-dimethyl-5-indanyloxy)acetic acid which melts at 136°-139° C. after recrystallization from butyl chloride (200 ml.). Reactants: O=C(Cl)Cl, Nc1cccnc1, Cc1c(C)n(C)c2ccc(N)cc12. The product is Cl, Cc1c(C)n(C)c2ccc(NC(=O)Nc3cccnc3)cc12. Reaction SMILES: [Cl:14][C:15]([Cl:16])=[O:17].[NH2:18][c:19]1[cH:20][n:21][cH:22][cH:23][cH:24]1.[NH2:1][c:2]1[cH:3][c:4]2[c:5]([CH3:13])[c:6]([CH3:12])[n:7]([CH3:11])[c:8]2[cH:9][cH:10]1>>[ClH:14].[NH:1]([c:2]1[cH:3][c:4]2[c:5]([CH3:13])[c:6]([CH3:12])[n:7]([CH3:11])[c:8]2[cH:9][cH:10]1)[C:15](=[O:17])[NH:18][c:19]1[cH:20][n:21][cH:22][cH:23][cH:24]1. Reactants: C(C1=CC=CC=C1)OC=1C=CC=2N(C1C)C=NC2 (6-benzyloxy-5-methylimidazo[1,5-a]pyridine), BrCCCCC(OCC)(OCC)OCC (5-bromo-1,1,1-triethoxypentane). The product is C(C1=CC=CC=C1)OC=1C=CC=2N(C1CCCCCC(=O)OCC)C=NC2 (6-benzyloxy-5-(5-ethoxycarbonylpentyl)-imidazo[1,5-a]pyridine). Reaction SMILES: [CH2:1]([O:8][C:9]1[CH:10]=[CH:11][C:12]2[N:13]([CH:16]=[N:17][CH:18]=2)[C:14]=1[CH3:15])[C:2]1[CH:7]=[CH:6][CH:5]=[CH:4][CH:3]=1.Br[CH2:20][CH2:21][CH2:22][CH2:23][C:24](OCC)([O:28]CC)[O:25][CH2:26][CH3:27]>>[CH2:1]([O:8][C:9]1[CH:10]=[CH:11][C:12]2[N:13]([CH:16]=[N:17][CH:18]=2)[C:14]=1[CH2:15][CH2:20][CH2:21][CH2:22][CH2:23][C:24]([O:25][CH2:26][CH3:27])=[O:28])[C:2]1[CH:3]=[CH:4][CH:5]=[CH:6][CH:7]=1. Reported procedure: The condensation of 6-benzyloxy-5-methylimidazo[1,5-a]pyridine with 5-bromo-1,1,1-triethoxypentane essentially by the procedure described in Example 1 yields 6-benzyloxy-5-(5-ethoxycarbonylpentyl)-imidazo[1,5-a]pyridine; NMR (CDCl3) 1.4 (3H), 4.17 (2H), 4.97 (2H). The reactants are CCCCCCN(C(CCCC)COS(=O)(=O)c1ccc(C)cc1)S(=O)(=O)c1cccc2cnccc12, CCO, N. Yields the product CCCCCCN(C(CN)CCCC)S(=O)(=O)c1cccc2cnccc12. RXN SMILES: [CH2:1]([CH2:2][CH2:3][CH2:4][CH2:5][CH3:6])[N:7]([S:8](=[O:9])(=[O:10])[c:11]1[c:12]2[cH:13][cH:14][n:15][cH:16][c:17]2[cH:18][cH:19][cH:20]1)[CH:21]([CH2:22][CH2:23][CH2:24][CH3:25])[CH2:26][O:27][S:28]([c:29]1[cH:30][cH:31][c:32]([CH3:33])[cH:34][cH:35]1)(=[O:36])=[O:37].[CH3:39][CH2:40][OH:41].[NH3:38]>>[CH2:1]([CH2:2][CH2:3][CH2:4][CH2:5][CH3:6])[N:7]([S:8](=[O:9])(=[O:10])[c:11]1[c:12]2[cH:13][cH:14][n:15][cH:16][c:17]2[cH:18][cH:19][cH:20]1)[CH:21]([CH2:22][CH2:23][CH2:24][CH3:25])[CH2:26][NH2:38]. Reactants: C=CC(C)=C (isoprene), C=CC1=CC=CC=C1 (styrene), [Li][Li] (dilithium). Product: C=CC(C)=C.C=CC=C (isoprene butadiene). RXN SMILES: [CH2:1]=[CH:2][C:3](=[CH2:5])[CH3:4].[CH2:6]=[CH:7][C:8]1C=CC=C[CH:9]=1.[Li][Li]>>[CH2:1]=[CH:2][C:3](=[CH2:4])[CH3:5].[CH2:6]=[CH:7][CH:8]=[CH2:9] |f:3.4|. Procedure details: A method in which isoprene or an isoprene/butadiene mixture is polymerized and, then, styrene or its derivative is subjected to polymerization using an initiator consisting of a dilithium compound. The reactants are NC1=CC2=C(NN=N2)C=C1 (5-aminobenzotriazole), C(C)(=O)[O-].[Na+] (sodium acetate), C(C)(=O)C(CC(=O)[O-])C(C)=O (3-acetyl-4-oxopentanoate), S(O)(O)(=O)=O (sulfuric acid), N(=O)[O-].[Na+] (sodium nitrite). The solvent is C(C)O (ethanol), O (water), O (water), C(C)O (ethanol), O (water). Run at temperature 0 celsius, time 90 minute. Product: N1N=NC2=C1C=CC(=C2)NNC(CC(=O)OCC)C(C)=O (Ethyl 3-(5-benzotriazolylhydrazino)-4-oxopentanoate). RXN SMILES: [NH2:1][C:2]1[CH:10]=[CH:9][C:5]2[NH:6][N:7]=[N:8][C:4]=2[CH:3]=1.S(=O)(=O)(O)O.[N:16]([O-])=O.[Na+].C([CH:23]([C:28](=[O:30])[CH3:29])[CH2:24][C:25]([O-:27])=[O:26])(=O)C.[C:31]([O-])(=O)[CH3:32].[Na+]>O.C(O)C>[NH:6]1[C:5]2[CH:9]=[CH:10][C:2]([NH:1][NH:16][CH:23]([C:28](=[O:30])[CH3:29])[CH2:24][C:25]([O:27][CH2:31][CH3:32])=[O:26])=[CH:3][C:4]=2[N:8]=[N:7]1 |f:2.3,5.6|. Procedure details: To a solution of 1.0 g. (7.45 mmoles) of 5-aminobenzotriazole in 10 ml. of ethanol, was added 10 ml. of water and 45 ml. of concentrated sulfuric acid. The solution was cooled to 0° C. and a solution of 560 mg. (8.2 mmoles) of sodium nitrite in 3 ml. of water was added dropwise. After 90 minutes at this temperature, the solution was added to a solution of 1.53 g. (8.2 mmoles) of 3-acetyl-4-oxopentanoate, 2.05 g. (22.3 mmoles) and sodium acetate in 10 ml. of ethanol and 20 ml. of water. A solid b... Reactants: CC(C)CN(C(CCCCN)C(=O)O)S(=O)(=O)c1ccc([N+](=O)[O-])cc1, COc1cc(C=CC(=O)O)cc(OC)c1. The product is COc1cc(C=CC(=O)NCCCCC(C(=O)O)N(CC(C)C)S(=O)(=O)c2ccc([N+](=O)[O-])cc2)cc(OC)c1. Reaction SMILES: [CH2:1]([CH:2]([CH3:3])[CH3:4])[N:5]([CH:6]([CH2:7][CH2:8][CH2:9][CH2:10][NH2:11])[C:12](=[O:13])[OH:14])[S:15](=[O:16])(=[O:17])[c:18]1[cH:19][cH:20][c:21]([N+:24](=[O:25])[O-:26])[cH:22][cH:23]1.[CH3:27][O:28][c:29]1[cH:30][c:31]([CH:32]=[CH:33][C:34](=[O:35])[OH:36])[cH:37][c:38]([O:40][CH3:41])[cH:39]1>>[CH2:1]([CH:2]([CH3:3])[CH3:4])[N:5]([CH:6]([CH2:7][CH2:8][CH2:9][CH2:10][NH:11][C:34]([CH:33]=[CH:32][c:31]1[cH:30][c:29]([O:28][CH3:27])[cH:39][c:38]([O:40][CH3:41])[cH:37]1)=[O:35])[C:12](=[O:13])[OH:14])[S:15](=[O:16])(=[O:17])[c:18]1[cH:19][cH:20][c:21]([N+:24](=[O:25])[O-:26])[cH:22][cH:23]1.